This data is from the Open Reaction Database (ORD), a public repository of structured organic reaction records. The task is: describe an organic reaction: reactants, conditions, products, and yield The reactants are IC1=C(C=CC=C1C)C(C)=O (1-(2-Iodo-3-methylphenyl)ethanone), B([C@@H]1CC2CCC([C@H]1C)C2(C)C)([C@@H]3CC4CCC([C@H]3C)C4(C)C)Cl ((−) DIP-Chloride), C(O)CN (ethanolamine), CO (MeOH). Run in C1CCOC1 (THF). Conditions: temperature -20 celsius, time 6 hour. The product is IC1=C(C=CC=C1C)[C@H](C)O ((1S)-1-(2-Iodo-3-methylphenyl)ethanol). Isolated yield 23.8%. RXN SMILES: [I:1][C:2]1[C:7]([CH3:8])=[CH:6][CH:5]=[CH:4][C:3]=1[C:9](=[O:11])[CH3:10].B(Cl)([C@H]1[C@H](C)C2C(C)(C)C(CC2)C1)[C@H]1[C@H](C)C2C(C)(C)C(CC2)C1.CO.C(CN)O>C1COCC1>[I:1][C:2]1[C:7]([CH3:8])=[CH:6][CH:5]=[CH:4][C:3]=1[C@@H:9]([OH:11])[CH3:10]. Procedure: 1-(2-Iodo-3-methylphenyl)ethanone (500 mg, 1.92 mmol) (prepared according to the procedure of Buchwald, et al., J. Am. Chem. Soc. 1987, 109, 7137-7141) was added slowly over a period of 5 minutes to a cooled (−25° C.) solution of (−) DIP-Chloride™ (691 mg, 2.15 mmol) in THF (2 mL). The reaction was stirred at −20° C. for 6 hours. MeOH (0.8 mL) was added, then the reaction was warmed to ambient temperature and concentrated in vacuo. The resultant residue was taken up in ethyl acetate (1 mL) and e... Starting materials: C(#N)C1=C(SC=2CNCCC21)NC(C(C2=CC=CC=C2)C2=CC=CC=C2)=O (N-(3-Cyano-4,5,6,7-tetrahydro-thieno[2,3-c]pyridin-2-yl)-2,2-diphenyl-acetamide), C=O (formaldehyde), C(#N)[BH3-].[Na+] (sodium cyanoborohydride). Solvent: CO (methanol). Run at time 1 hour. Yields the product C(#N)C1=C(SC=2CN(CCC21)C)NC(C(C2=CC=CC=C2)C2=CC=CC=C2)=O (N-(3-Cyano-6-methyl-4,5,6,7-tetrahydro-thieno[2,3-c]pyridin-2-yl)-2,2-diphenyl-acetamide). The yield is 86.0%. Reaction SMILES: [C:1]([C:3]1[C:11]2[CH2:10][CH2:9][NH:8][CH2:7][C:6]=2[S:5][C:4]=1[NH:12][C:13](=[O:27])[CH:14]([C:21]1[CH:26]=[CH:25][CH:24]=[CH:23][CH:22]=1)[C:15]1[CH:20]=[CH:19][CH:18]=[CH:17][CH:16]=1)#[N:2].C=O.[C:30]([BH3-])#N.[Na+]>CO>[C:1]([C:3]1[C:11]2[CH2:10][CH2:9][N:8]([CH3:30])[CH2:7][C:6]=2[S:5][C:4]=1[NH:12][C:13](=[O:27])[CH:14]([C:21]1[CH:22]=[CH:23][CH:24]=[CH:25][CH:26]=1)[C:15]1[CH:20]=[CH:19][CH:18]=[CH:17][CH:16]=1)#[N:2] |f:2.3|. Procedure details: To a stirred solution of N-(3-Cyano-4,5,6,7-tetrahydro-thieno[2,3-c]pyridin-2-yl)-2,2-diphenyl-acetamide (prepared in Example 8, step 1; 75 mg; 0.15 mmol) and formaldehyde (0.1 mL of 37% solution) in dry methanol at room temperature was added sodium cyanoborohydride (14.5 mg; 0.23 mmol). The mixture was allowed to stir for 1 hour at room temperature then concentrated in vacuo. The residue was taken up into methylene chloride and washed with water. The organic layer was dried (sodium sulfate) and... The reactants are NCCCCC=1SC=CN1 (2-(4-amino-butyl)thiazole), CN=C=S (methyl isothiocyanate). The solvent is C(C)O (ethanol), C(C)(=O)OCC (ethyl acetate). Yields the product CNC(=S)NCCCCC=1SC=CN1 (N-methyl-N'-(4-(2-thiazolyl)butyl)thiourea). Isolated yield 85.2%. Reaction SMILES: [NH2:1][CH2:2][CH2:3][CH2:4][CH2:5][C:6]1[S:7][CH:8]=[CH:9][N:10]=1.[CH3:11][N:12]=[C:13]=[S:14]>C(O)C.C(OCC)(=O)C>[CH3:11][NH:12][C:13]([NH:1][CH2:2][CH2:3][CH2:4][CH2:5][C:6]1[S:7][CH:8]=[CH:9][N:10]=1)=[S:14]. Procedure: 2-(4-Phthalimidobutyl)thiazole (5.0 g) is hydrolysed with hydrochloric acid in the usual way. The amine hydrochloride obtained is basified with potassium carbonate and extracted with ether-ethanol (3:1 ) to give 2-(4-amino-butyl)thiazole as a colourless oil. The reaction of the amine (2.0 g) and methyl isothiocyanate (0.98 g) in ethanol (10 ml) for 1 hour, followed by chromatography of the product on silica gel with ethyl acetate as eluent gives N-methyl-N'-(4-(2-thiazolyl)butyl)thiourea (2.5 g)... Starting materials: BrCc1ccccc1, CCO, [K+], O=P([O-])(O)O, O=c1[nH]c2ccc(C(F)(F)F)cc2n(O)c1=O. Yields the product O=c1[nH]c2ccc(C(F)(F)F)cc2n(OCc2ccccc2)c1=O. As a reaction SMILES: [Br:1][CH2:2][c:3]1[cH:4][cH:5][cH:6][cH:7][cH:8]1.[CH3:26][CH2:27][OH:28].[K+:29].[OH:30][P:31](=[O:32])([O-:33])[OH:34].[OH:9][n:10]1[c:11](=[O:25])[c:12](=[O:24])[nH:13][c:14]2[cH:15][cH:16][c:17]([C:20]([F:21])([F:22])[F:23])[cH:18][c:19]12>>[CH2:2]([c:3]1[cH:4][cH:5][cH:6][cH:7][cH:8]1)[O:9][n:10]1[c:11](=[O:25])[c:12](=[O:24])[nH:13][c:14]2[cH:15][cH:16][c:17]([C:20]([F:21])([F:22])[F:23])[cH:18][c:19]12. As a reaction SMILES: [H-].C([Al+]CC(C)C)C(C)C.[Cl:11][C:12]1[C:17]([O:18][CH3:19])=[C:16]([C:20](OC)=[O:21])[CH:15]=[C:14]([CH:24]2[CH2:26][CH2:25]2)[C:13]=1[C:27]1[CH:32]=[CH:31][C:30]([F:33])=[CH:29][C:28]=1[F:34].O.O.O.O.O.O.O.O.O.O.S([O-])([O-])(=O)=O.[Na+].[Na+]>C1COCC1>[Cl:11][C:12]1[C:17]([O:18][CH3:19])=[C:16]([CH2:20][OH:21])[CH:15]=[C:14]([CH:24]2[CH2:26][CH2:25]2)[C:13]=1[C:27]1[CH:32]=[CH:31][C:30]([F:33])=[CH:29][C:28]=1[F:34] |f:0.1,3.4.5.6.7.8.9.10.11.12.13.14.15|. Yields the product ClC1=C(C(=CC(=C1OC)CO)C1CC1)C1=C(C=C(C=C1)F)F ((2-Chloro-6-cyclopropyl-2′,4′-difluoro-3-methoxybiphenyl-4-yl)methanol). Run in C1CCOC1 (THF). Reaction conditions: time 1 hour. Reactants: [H-].C(C(C)C)[Al+]CC(C)C (diisobutylaluminum hydride), O.O.O.O.O.O.O.O.O.O.S(=O)(=O)([O-])[O-].[Na+].[Na+] (Sodium sulfate decahydrate), [H-].C(C(C)C)[Al+]CC(C)C (Diisobutylaluminum hydride), ClC1=C(C(=CC(=C1OC)C(=O)OC)C1CC1)C1=C(C=C(C=C1)F)F (methyl 2-chloro-6-cyclopropyl-2′,4′-difluoro-3-methoxybiphenyl-4-carboxylate), [H-].C(C(C)C)[Al+]CC(C)C (Diisobutylaluminum hydride). Isolated yield 99.3%. Reported procedure: Diisobutylaluminum hydride (1.5 M toluene solution, 6 mL) was added at 0° C. to a THF (40 mL) solution of methyl 2-chloro-6-cyclopropyl-2′,4′-difluoro-3-methoxybiphenyl-4-carboxylate (1.17 g), and the mixture was stirred at room temperature for 1 hour in a nitrogen atmosphere. Diisobutylaluminum hydride (1.5 M toluene solution, 2 mL) was added to the reaction mixture, and the mixture was stirred at room temperature for 30 minutes in a nitrogen atmosphere. Then, diisobutylaluminum hydride (1.5 M ... RXN SMILES: [CH3:1][C:2]([CH3:57])([CH2:10][C:11]([O:13][C@H:14]1[CH2:31][CH2:30][C@@:29]2([CH3:32])[C@@H:16]([CH2:17][CH2:18][C@:19]3([CH3:54])[C@@H:28]2[CH2:27][CH2:26][C@H:25]2[C@@:20]3([CH3:53])[CH2:21][CH2:22][C@@:23]3(/[CH:40]=[CH:41]/[C:42](=[O:52])[NH:43][C@H:44]([C:46]4[CH:51]=[CH:50][CH:49]=[CH:48][N:47]=4)[CH3:45])[CH2:35][C:34](=[O:36])[C:33]([CH:37]([CH3:39])[CH3:38])=[C:24]32)[C:15]1([CH3:56])[CH3:55])=[O:12])[C:3]([O:5]C(C)(C)C)=[O:4].[C:58]([OH:64])([C:60]([F:63])([F:62])[F:61])=[O:59]>ClCCl>[CH:37]([C:33]1[C:34](=[O:36])[CH2:35][C@:23]2(/[CH:40]=[CH:41]/[C:42](=[O:52])[NH:43][C@H:44]([C:46]3[CH:51]=[CH:50][CH:49]=[CH:48][N:47]=3)[CH3:45])[CH2:22][CH2:21][C@:20]3([CH3:53])[C@H:25]([CH2:26][CH2:27][C@H:28]4[C@@:19]3([CH3:54])[CH2:18][CH2:17][C@@H:16]3[C@:29]4([CH3:32])[CH2:30][CH2:31][C@H:14]([O:13][C:11](=[O:12])[CH2:10][C:2]([CH3:1])([CH3:57])[C:3]([OH:5])=[O:4])[C:15]3([CH3:55])[CH3:56])[C:24]=12)([CH3:38])[CH3:39].[F:61][C:60]([F:63])([F:62])[C:58]([OH:64])=[O:59]. The reactants are CC(C(=O)OC(C)(C)C)(CC(=O)O[C@@H]1C([C@@H]2CC[C@]3([C@@]4(CC[C@@]5(C([C@H]4CC[C@@H]3[C@]2(CC1)C)=C(C(C5)=O)C(C)C)\C=C\C(N[C@@H](C)C5=NC=CC=C5)=O)C)C)(C)C)C (1-tert-butyl 4-((3aS,5aR,5bR,7aR,9S,11aR,11bR,13aS)-1-isopropyl-5a,5b,8,8,11a-pentamethyl-2-oxo-3a-((E)-3-oxo-3-(((S)-1-(pyridin-2-yl)ethyl)amino)prop-1-en-1-yl)-3,3a,4,5,5a,5b,6,7,7a,8,9,10,11,11a,11b,12,13,13a-octadecahydro-2H-cyclopenta[a]chrysen-9-yl) 2,2-dimethylsuccinate), C(=O)(C(F)(F)F)O (TFA). Reaction conditions: time 2 hour. Reported procedure: To a solution of 1-tert-butyl 4-((3aS,5aR,5bR,7aR,9S,11aR,11bR,13aS)-1-isopropyl-5a,5b,8,8,11a-pentamethyl-2-oxo-3a-((E)-3-oxo-3-(((S)-1-(pyridin-2-yl)ethyl)amino)prop-1-en-1-yl)-3,3a,4,5,5a,5b,6,7,7a,8,9,10,11,11a,11b,12,13,13a-octadecahydro-2H-cyclopenta[a]chrysen-9-yl) 2,2-dimethylsuccinate (480 mg, 0.611 mmol) in dichloromethane (10 mL) stirred at rt was added TFA (5 mLl). The reaction mixture was stirred at rt for 2 h. Then, it was evaporated in vacuo to get crude product. This material was... Yield: 42.7%. Yields the product C(C)(C)C=1C(C[C@]2(C1[C@H]1CC[C@@H]3[C@]4(CC[C@@H](C([C@@H]4CC[C@]3([C@@]1(CC2)C)C)(C)C)OC(CC(C(=O)O)(C)C)=O)C)\C=C\C(N[C@@H](C)C2=NC=CC=C2)=O)=O (4-(((3aS,5aR,5bR,7aR,9S,11aR,11bR,13aS)-1-Isopropyl-5a,5b,8,8,11a-pentamethyl-2-oxo-3a-((E)-3-oxo-3-(((S)-1-(pyridin-2-yl)ethyl)amino)prop-1-en-1-yl)-3,3a,4,5,5a,5b,6,7,7a,8,9,10,11,11a,11b,12,13,13a-octadecahydro-2H-cyclopenta[a]chrysen-9-yl)oxy)-2,2-dimethyl-4-oxobutanoic acid), FC(C(=O)O)(F)F (trifluoroacetic acid). Solvent: ClCCl (dichloromethane).